This data is from the Open Reaction Database (ORD), a public repository of structured organic reaction records. The task is: describe an organic reaction: reactants, conditions, products, and yield Starting materials: C(O)([O-])=O.[Na+] (sodium hydrogen carbonate), C(C)(=O)O[BH-](OC(C)=O)OC(C)=O.[Na+] (sodium triacetoxyborohydride), COC1=C2C=CC(N(C2=CC=C1)CC=O)=O ((5-methoxy-2-oxoquinolin-1(2H)-yl)acetaldehyde), O1CCOC2=C1C=CC(=C2)CN(C(OC(C)(C)C)=O)C2CCNCC2 (tert-butyl (2,3-dihydro-1,4-benzodioxin-6-ylmethyl)(piperidin-4-yl)carbamate). The solvent is C(Cl)(Cl)Cl (Chloroform), C(C)(=O)O (acetic acid), ClCCl (dichloromethane). Run at time 20 minute. The product is O1CCOC2=C1C=CC(=C2)CN(C(OC(C)(C)C)=O)C2CCN(CC2)CCN2C(C=CC1=C(C=CC=C21)OC)=O (tert-butyl (2,3-dihydro-1,4-benzodioxin-6-ylmethyl)(1-(2-(5-methoxy-2-oxoquinolin-1(2H)-yl)ethyl)piperidin-4-yl)carbamate). The yield is 71.3%. Reaction SMILES: [CH3:1][O:2][C:3]1[CH:12]=[CH:11][CH:10]=[C:9]2[C:4]=1[CH:5]=[CH:6][C:7](=[O:16])[N:8]2[CH2:13][CH:14]=O.[O:17]1[C:22]2[CH:23]=[CH:24][C:25]([CH2:27][N:28]([CH:36]3[CH2:41][CH2:40][NH:39][CH2:38][CH2:37]3)[C:29](=[O:35])[O:30][C:31]([CH3:34])([CH3:33])[CH3:32])=[CH:26][C:21]=2[O:20][CH2:19][CH2:18]1.C(O[BH-](OC(=O)C)OC(=O)C)(=O)C.[Na+].C(=O)([O-])O.[Na+]>C(Cl)(Cl)Cl.C(O)(=O)C.ClCCl>[O:17]1[C:22]2[CH:23]=[CH:24][C:25]([CH2:27][N:28]([CH:36]3[CH2:41][CH2:40][N:39]([CH2:14][CH2:13][N:8]4[C:9]5[C:4](=[C:3]([O:2][CH3:1])[CH:12]=[CH:11][CH:10]=5)[CH:5]=[CH:6][C:7]4=[O:16])[CH2:38][CH2:37]3)[C:29](=[O:35])[O:30][C:31]([CH3:34])([CH3:32])[CH3:33])=[CH:26][C:21]=2[O:20][CH2:19][CH2:18]1 |f:2.3,4.5|. Procedure: To 2.4 mL of dichloromethane solution containing 0.10 g of (5-methoxy-2-oxoquinolin-1(2H)-yl)acetaldehyde, 0.16 g of tert-butyl (2,3-dihydro-1,4-benzodioxin-6-ylmethyl)(piperidin-4-yl)carbamate and 24 μL of acetic acid were added, and stirred for 20 min. To the reaction mixture, 0.15 g of sodium triacetoxyborohydride was added, and stirred for 50 min. Chloroform and aqueous saturated sodium hydrogen carbonate solution were added, the organic layer was separated, and the aqueous layer was extract... The reactants are C(C)(C)(C)OC(N(C=1C=NC=CC1C1=C(C=CC=C1)OC(F)(F)F)CC#N)=O (cyanomethyl-[4-(2-trifluoromethoxy-phenyl)-pyridin-3-yl]-carbamic acid tert-butyl ester), FC(C(=O)O)(F)F (trifluoroacetic acid). Solvent: C(Cl)Cl (CH2Cl2). Reaction conditions: temperature 25 celsius, time 2 hour. Product: FC(OC1=C(C=CC=C1)C1=C(C=NC=C1)NCC#N)(F)F (2-(4-(2-(Trifluoromethoxy)phenyl)pyridin-3-ylamino)acetonitrile). As a reaction SMILES: C(OC(=O)[N:7]([CH2:25][C:26]#[N:27])[C:8]1[CH:9]=[N:10][CH:11]=[CH:12][C:13]=1[C:14]1[CH:19]=[CH:18][CH:17]=[CH:16][C:15]=1[O:20][C:21]([F:24])([F:23])[F:22])(C)(C)C.FC(F)(F)C(O)=O>C(Cl)Cl>[F:24][C:21]([F:22])([F:23])[O:20][C:15]1[CH:16]=[CH:17][CH:18]=[CH:19][C:14]=1[C:13]1[CH:12]=[CH:11][N:10]=[CH:9][C:8]=1[NH:7][CH2:25][C:26]#[N:27]. Reported procedure: To a solution of cyanomethyl-[4-(2-trifluoromethoxy-phenyl)-pyridin-3-yl]-carbamic acid tert-butyl ester (185 mg, 0.47 mmol) in CH2Cl2 (5 mL) was added trifluoroacetic acid (1 mL) at 0° C. The reaction mixture was stirred at 25° C. for 2 hours and then concentrated under vacuum. The residue was dissolved in 10 mL aqueous sodium bicarbonate solution and 20 mL CH2Cl2 and the layers were separated. The aqueous layer was extracted again with 10 mL CH2Cl2. The combined organic layer was washed with 2... Procedure: To a solution of N-(1-cyclohexylmethylpiperid-4-yl)-2-methoxy-4-acetamido-5-chlorobenzamide (10 g; 0.023 moles) in glacial acetic acid (50 ml) a 30% hydrogen peroxide solution (6 ml) was added. The mixture was heated for 8 hours at a temperature between 70° and 80° C. Afterwards the solvent was evaporated in vacuo, and N-(1-cyclohexylmethylpiperid-4-yl)-2-methoxy-4-acetamido-5-chlorobenzamide N-oxide was obtained as a viscous liquid. After recrystallisation from a mixture of acetone and diethyl ... Solvent: C(C)(=O)O (acetic acid). Reactants: C1(CCCCC1)CN1CCC(CC1)NC(C1=C(C=C(C(=C1)Cl)NC(C)=O)OC)=O (N-(1-cyclohexylmethylpiperid-4-yl)-2-methoxy-4-acetamido-5-chlorobenzamide), OO (hydrogen peroxide). Yields the product C1(CCCCC1)CN1CCC(CC1)[NH+](C(C1=C(C=C(C(=C1)Cl)NC(C)=O)OC)=O)[O-] (N-(1-cyclohexylmethylpiperid-4-yl)-2-methoxy-4-acetamido-5-chlorobenzamide N-oxide). RXN SMILES: [CH:1]1([CH2:7][N:8]2[CH2:13][CH2:12][CH:11]([NH:14][C:15](=[O:29])[C:16]3[CH:21]=[C:20]([Cl:22])[C:19]([NH:23][C:24](=[O:26])[CH3:25])=[CH:18][C:17]=3[O:27][CH3:28])[CH2:10][CH2:9]2)[CH2:6][CH2:5][CH2:4][CH2:3][CH2:2]1.[OH:30]O>C(O)(=O)C>[CH:1]1([CH2:7][N:8]2[CH2:13][CH2:12][CH:11]([NH+:14]([O-:30])[C:15](=[O:29])[C:16]3[CH:21]=[C:20]([Cl:22])[C:19]([NH:23][C:24](=[O:26])[CH3:25])=[CH:18][C:17]=3[O:27][CH3:28])[CH2:10][CH2:9]2)[CH2:6][CH2:5][CH2:4][CH2:3][CH2:2]1. Reactants: CCN(C(C)C)C(C)C, CNC1CCC(C#CCO)CC1, CCc1cnc(Cl)nc1, [I-], [Na+]. Yields the product CCc1cnc(N(C)C2CCC(C#CCO)CC2)nc1. RXN SMILES: [CH2:22]([N:23]([CH:24]([CH3:25])[CH3:26])[CH:27]([CH3:28])[CH3:29])[CH3:30].[CH3:1][NH:2][CH:3]1[CH2:4][CH2:5][CH:6]([C:9]#[C:10][CH2:11][OH:12])[CH2:7][CH2:8]1.[Cl:13][c:14]1[n:15][cH:16][c:17]([CH2:20][CH3:21])[cH:18][n:19]1.[I-:31].[Na+:32]>>[CH3:1][N:2]([CH:3]1[CH2:4][CH2:5][CH:6]([C:9]#[C:10][CH2:11][OH:12])[CH2:7][CH2:8]1)[c:14]1[n:15][cH:16][c:17]([CH2:20][CH3:21])[cH:18][n:19]1. Starting materials: N12CCC(CC1)(CC2)C(O)(C2=CC=CC=C2)C2=CC=CC=C2 (1-Azabicyclo[2.2.2]oct-4-yl(diphenyl)methanol), BrCCOCC1=CC(=CC=C1)OC (1-{[(2-bromoethyl)oxy]methyl}-3-(methyloxy)benzene). Run in CC#N (CH3CN). Run at temperature 60 celsius. Product: [Br-].OC(C12CC[N+](CC1)(CC2)CCOCC2=CC(=CC=C2)OC)(C2=CC=CC=C2)C2=CC=CC=C2 (4-[hydroxy(diphenyl)methyl]-1-[2-({[3-(methyloxy)phenyl]methyl}oxy)ethyl]-1-azoniabicyclo[2.2.2]octane bromide). Yield: 14.0%. Reaction SMILES: [N:1]12[CH2:8][CH2:7][C:4]([C:9]([C:17]3[CH:22]=[CH:21][CH:20]=[CH:19][CH:18]=3)([C:11]3[CH:16]=[CH:15][CH:14]=[CH:13][CH:12]=3)[OH:10])([CH2:5][CH2:6]1)[CH2:3][CH2:2]2.[Br:23][CH2:24][CH2:25][O:26][CH2:27][C:28]1[CH:33]=[CH:32][CH:31]=[C:30]([O:34][CH3:35])[CH:29]=1>CC#N>[Br-:23].[OH:10][C:9]([C:17]1[CH:22]=[CH:21][CH:20]=[CH:19][CH:18]=1)([C:11]1[CH:12]=[CH:13][CH:14]=[CH:15][CH:16]=1)[C:4]12[CH2:5][CH2:6][N+:1]([CH2:24][CH2:25][O:26][CH2:27][C:28]3[CH:33]=[CH:32][CH:31]=[C:30]([O:34][CH3:35])[CH:29]=3)([CH2:2][CH2:3]1)[CH2:8][CH2:7]2 |f:3.4|. Reported procedure: 1-Azabicyclo[2.2.2]oct-4-yl(diphenyl)methanol (30 mg, 0.102 mmol) was added to a solution of 1-{[(2-bromoethyl)oxy]methyl}-3-(methyloxy)benzene (35 mg, 0.143 mmol) in 2 CH3CN/3 CHCl3 (3 mL). The reaction was heated at 60° C. for 96 h. The reaction was concentrated, and the crude product was washed with EtOAc (3×1 mL) and then MeOH (1×1 mL). The product was dried under high vacuum to give the title compound (7.7 mg, 14%). LC/MS ESI RT 1.97 min M+458 Starting materials: C(C)(C)(CC)C1=CC=C(C=C1)CC(CO)C (3-(p-tert.amyl-phenyl)-2-methyl-propanol), P(Br)(Br)Br (phosphorus tribromide). Reaction conditions: time 16 hour. Yields the product C(C)(C)(CC)C1=CC=C(C=C1)CC(CBr)C (3-(p-tert.amyl-phenyl)-2-methyl-propyl bromide). RXN SMILES: [C:1]([C:6]1[CH:11]=[CH:10][C:9]([CH2:12][CH:13]([CH3:16])[CH2:14]O)=[CH:8][CH:7]=1)([CH2:4][CH3:5])([CH3:3])[CH3:2].P(Br)(Br)[Br:18]>>[C:1]([C:6]1[CH:11]=[CH:10][C:9]([CH2:12][CH:13]([CH3:16])[CH2:14][Br:18])=[CH:8][CH:7]=1)([CH2:4][CH3:5])([CH3:3])[CH3:2]. Reported procedure: 32.2 g of 3-(p-tert.amyl-phenyl)-2-methyl-propanol are added dropwise at 20°-30° C. over a period of 2 hours to 21.8 g of phosphorus tribromide and the mixture is left to stand for 16 hours. The mixture is subsequently heated to 55°-60° C. for a period of 1.5 hours, cooled down to ca 10° C. and cautiously poured on to ice. The aqueous solution is exhaustively extracted with ether, the combined ether phases are washed with saturated sodium bicarbonate solution and water, dried over sodium sulphat...